describe an organic reaction: reactants, conditions, products, and yield From a dataset of the Open Reaction Database (ORD), a public repository of structured organic reaction records. The reactants are NC1=NC=CC(=N1)C(=O)NC(C)C=1C=NC(=CC1)OCC(F)(F)F (2-amino-N-(1-(6-(2,2,2-trifluoroethoxy)pyridin-3-yl)ethyl)pyrimidine-4-carboxamide), C(C(C)C)(=O)Cl (isobutyryl chloride). The product is C(C(C)C)(=O)NC1=NC=CC(=N1)C(=O)NC(C)C=1C=NC(=CC1)OCC(F)(F)F (2-isobutyramido-N-(1-(6-(2,2,2-trifluoroethoxy)pyridin-3-yl)ethyl)pyrimidine-4-carboxamide). Reaction SMILES: [NH2:1][C:2]1[N:7]=[C:6]([C:8]([NH:10][CH:11]([C:13]2[CH:14]=[N:15][C:16]([O:19][CH2:20][C:21]([F:24])([F:23])[F:22])=[CH:17][CH:18]=2)[CH3:12])=[O:9])[CH:5]=[CH:4][N:3]=1.[C:25](Cl)(=[O:29])[CH:26]([CH3:28])[CH3:27]>>[C:25]([NH:1][C:2]1[N:7]=[C:6]([C:8]([NH:10][CH:11]([C:13]2[CH:14]=[N:15][C:16]([O:19][CH2:20][C:21]([F:23])([F:24])[F:22])=[CH:17][CH:18]=2)[CH3:12])=[O:9])[CH:5]=[CH:4][N:3]=1)(=[O:29])[CH:26]([CH3:28])[CH3:27]. Procedure details: The title compound is prepared from 2-amino-N-(1-(6-(2,2,2-trifluoroethoxy)pyridin-3-yl)ethyl)pyrimidine-4-carboxamide (20 mg, 0.06 mmol, Step-1 of Example 97, single enantiomer) and isobutyryl chloride (31 mg, 0.29 mmol) according to the procedure similar to that described in Step-2 of Example 8. The reactants are C(C)OC(CCC1(OC2=C(CC1)C=C(C(=C2CCC)OCCCOC2=C(C(=C(C=C2)C(C)=O)O)CCC)C(C)=O)C)=O (racemic-6-acetyl-7-[3-(4-acetyl-3-hydroxy-2-n-propylphenoxy)propoxy]-3,4-dihydro-2-methyl-8-n-propyl-2H-1-benzopyran-2-propanoic acid ethyl ester), O.[OH-].[Li+] (lithium hydroxide monohydrate). The solvent is O1CCCC1.O (tetrahydrofuran water). Product: C(C)(=O)C=1C(=C(C2=C(CCC(O2)(CCC(=O)O)C)C1)CCC)OCCCOC1=C(C(=C(C=C1)C(C)=O)O)CCC (racemic-6-acetyl-7-[3-(4-acetyl-3-hydroxy-2-n-propylphenoxy)propoxy]-3,4-dihydro-2-methyl-8-n-propyl-2H-1-benzopyran-2-propanoic acid). Reaction SMILES: C([O:3][C:4](=[O:42])[CH2:5][CH2:6][C:7]1([CH3:41])[CH2:12][CH2:11][C:10]2[CH:13]=[C:14]([C:38](=[O:40])[CH3:39])[C:15]([O:20][CH2:21][CH2:22][CH2:23][O:24][C:25]3[CH:30]=[CH:29][C:28]([C:31](=[O:33])[CH3:32])=[C:27]([OH:34])[C:26]=3[CH2:35][CH2:36][CH3:37])=[C:16]([CH2:17][CH2:18][CH3:19])[C:9]=2[O:8]1)C.O.[OH-].[Li+]>O1CCCC1.O>[C:38]([C:14]1[C:15]([O:20][CH2:21][CH2:22][CH2:23][O:24][C:25]2[CH:30]=[CH:29][C:28]([C:31](=[O:33])[CH3:32])=[C:27]([OH:34])[C:26]=2[CH2:35][CH2:36][CH3:37])=[C:16]([CH2:17][CH2:18][CH3:19])[C:9]2[O:8][C:7]([CH3:41])([CH2:6][CH2:5][C:4]([OH:42])=[O:3])[CH2:12][CH2:11][C:10]=2[CH:13]=1)(=[O:40])[CH3:39] |f:1.2.3,4.5|. Reported procedure: A 191 mg sample of the product from Example 26 was saponified with lithium hydroxide monohydrate, (273 mg) in 5 ml of 3:2 tetrahydrofuran-water, using the procedure described in Example 4. After column chromatography on silica gel, racemic-6-acetyl-7-[3-(4-acetyl-3-hydroxy-2-n-propylphenoxy)propoxy]-3,4-dihydro-2-methyl-8-n-propyl-2H-1-benzopyran-2-propanoic acid was obtained as a yellow, viscous oil. The reactants are ClC=1C=CC(=C(C#N)C1)[N+](=O)[O-] (5-chloro-2-nitrobenzonitrile), N1C=NC=C1 (imidazole). Run in CC(=O)N(C)C (DMA). Reaction conditions: temperature 140 celsius. Yields the product N1(C=NC=C1)C=1C=CC(=C(C#N)C1)[N+](=O)[O-] (5-(1-imidazolyl)-2-nitrobenzonitrile). The yield is 107.8%. RXN SMILES: Cl[C:2]1[CH:3]=[CH:4][C:5]([N+:10]([O-:12])=[O:11])=[C:6]([CH:9]=1)[C:7]#[N:8].[NH:13]1[CH:17]=[CH:16][N:15]=[CH:14]1>CC(N(C)C)=O>[N:13]1([C:2]2[CH:3]=[CH:4][C:5]([N+:10]([O-:12])=[O:11])=[C:6]([CH:9]=2)[C:7]#[N:8])[CH:17]=[CH:16][N:15]=[CH:14]1. Procedure details: A mixture of 5-chloro-2-nitrobenzonitrile (20.0 g) and imidazole (22.3 g) in DMA (150 ml) was heated at 140° C. for 6 hours. The mixture was evaporated and the residue was triturated with water to give 5-(1-imidazolyl)-2-nitrobenzonitrile (25.3 g); NMR Spectrum: (CD3SOCD3) 7.20 (d, 1H), 8.05 (t, 1H), 8.28 (m, 1H), 8.62 (m, 2H), 8.51 (d, 1H);